From a dataset of the Open Reaction Database (ORD), a public repository of structured organic reaction records. describe an organic reaction: reactants, conditions, products, and yield The reactants are FC1=CC=C(C=C1)N1C=C(C(C2=CC=C(C=C12)C1=CC=NC=C1)=O)C(=O)N (1-(4-fluorophenyl)-1,4-di -hydro-4-oxo-7-(4-pyridinyl)-3-quinolinecarboxamide), [Cl-].C=[N+]1CCOCC1 (N-methylenemorpholinium chloride), CN(C)C=O (DMF), C([O-])(O)=O.[Na+] (sodium bicarbonate). Solvent: O (water). Run at temperature 100 celsius. Product: N1(CCOCC1)CNC(=O)C1=CN(C2=CC(=CC=C2C1=O)C1=CC=NC=C1)C1=CC=C(C=C1)F (N-(4-morpholinylmethyl)-1-(4-fluorophenyl)1,4 -dihydro-4-oxo-7-(4-pyridinyl)-3-quinolinecarboxamide). Isolated yield 65.3%. RXN SMILES: [F:1][C:2]1[CH:7]=[CH:6][C:5]([N:8]2[C:17]3[C:12](=[CH:13][CH:14]=[C:15]([C:18]4[CH:23]=[CH:22][N:21]=[CH:20][CH:19]=4)[CH:16]=3)[C:11](=[O:24])[C:10]([C:25]([NH2:27])=[O:26])=[CH:9]2)=[CH:4][CH:3]=1.[Cl-].[CH2:29]=[N+:30]1[CH2:35][CH2:34][O:33][CH2:32][CH2:31]1.CN(C=O)C.C(=O)(O)[O-].[Na+]>O>[N:30]1([CH2:29][NH:27][C:25]([C:10]2[C:11](=[O:24])[C:12]3[C:17](=[CH:16][C:15]([C:18]4[CH:23]=[CH:22][N:21]=[CH:20][CH:19]=4)=[CH:14][CH:13]=3)[N:8]([C:5]3[CH:4]=[CH:3][C:2]([F:1])=[CH:7][CH:6]=3)[CH:9]=2)=[O:26])[CH2:35][CH2:34][O:33][CH2:32][CH2:31]1 |f:1.2,4.5|. Reported procedure: A mixture of 1.08 g 1-(4-fluorophenyl)-1,4-di -hydro-4-oxo-7-(4-pyridinyl)-3-quinolinecarboxamide (Example 1 h), 0.45 g N-methylenemorpholinium chloride and 10 ml DMF was heated at 100° C. for 15 min. The reaction mixture was cooled, poured into 100 ml water and the pH adjusted to 8 with saturated sodium bicarbonate solution. The solid precipitate was collected, dried and recrystallized from an acetonitrile -chloroform mixture to give 0.90 g N-(4-morpholinylmethyl)-1-(4-fluorophenyl)1,4 -dihydro... Starting materials: BrC(C(=O)C1=CC=CC=C1)(C)C (α-bromoisobutyrophenone), [I-].[K+] (potassium iodide), N1N=NC=C1 (triazole), C([O-])([O-])=O.[K+].[K+] (potassium carbonate), C(C)#N (acetonitrile). Conditions: temperature 75 celsius, time 8 hour. Yields the product N1(N=CN=C1)C(C(=O)C1=CC=CC=C1)(C)C (α-(1,2,4-triazol-1-yl)-isobutyrophenone). Yield: 28.0%. RXN SMILES: Br[C:2]([CH3:12])([CH3:11])[C:3]([C:5]1[CH:10]=[CH:9][CH:8]=[CH:7][CH:6]=1)=[O:4].[I-].[K+].N1C=[CH:18][N:17]=[N:16]1.C(=O)([O-])[O-].[K+].[K+].[C:26](#[N:28])C>>[N:17]1([C:2]([CH3:12])([CH3:11])[C:3]([C:5]2[CH:10]=[CH:9][CH:8]=[CH:7][CH:6]=2)=[O:4])[CH:18]=[N:28][CH:26]=[N:16]1 |f:1.2,4.5.6|. Reported procedure: 45.4 g (0.2 mol) of α-bromoisobutyrophenone and 1 g of potassium iodide are added to 14 g (0.2 mol) of triazole and 27 g (0.2 mol) of potassium carbonate in 100 ml of acetonitrile at 75° C. When the addition has ended, the mixture is stirred at 75° C. for a further 8 hours, filtered and rinsed with acetonitrile. The filtrate is concentrated, the residue is taken up in chloroform and the mixture is washed twice with water, dried over sodium sulphate and freed from the solvent in vacuo. The residu... The reactants are C(C)(=O)OC/C=C/CN1C(NC(C(=C1C(C1=CC(=CC(=C1)C)C)=O)C(C)C)=O)=O (1-(4-acetoxy-trans-2-butenyl)-5-isopropyl-6-(3,5-dimethylbenzoyl)-2,4-pyrimidinedione), C[O-].[Na+] (sodium methoxide), C(C)(=O)O (acetic acid). Run in CO (methanol). Reaction conditions: time 1 hour. Product: OC/C=C/CN1C(NC(C(=C1C(C1=CC(=CC(=C1)C)C)=O)C(C)C)=O)=O (1-(4-hydroxy-trans-2-butenyl)-5-isopropyl-6-(3,5-dimethylbenzoyl)-2,4-pyrimidinedione). Yield: 84.2%. As a reaction SMILES: C([O:4][CH2:5]/[CH:6]=[CH:7]/[CH2:8][N:9]1[C:14]([C:15](=[O:24])[C:16]2[CH:21]=[C:20]([CH3:22])[CH:19]=[C:18]([CH3:23])[CH:17]=2)=[C:13]([CH:25]([CH3:27])[CH3:26])[C:12](=[O:28])[NH:11][C:10]1=[O:29])(=O)C.C[O-].[Na+].C(O)(=O)C>CO>[OH:4][CH2:5]/[CH:6]=[CH:7]/[CH2:8][N:9]1[C:14]([C:15](=[O:24])[C:16]2[CH:17]=[C:18]([CH3:23])[CH:19]=[C:20]([CH3:22])[CH:21]=2)=[C:13]([CH:25]([CH3:26])[CH3:27])[C:12](=[O:28])[NH:11][C:10]1=[O:29] |f:1.2|. Procedure details: To a stirred solution of 80 mg (0.2 mmol) of the compound obtained from Example 75 in 5 ml of methanol was added 20 mg (0.37 mmol) of sodium methoxide at room temperature. After 1 hour, the reaction mixture was neutralized with acetic acid and evaporated under reduced pressure to give a yellow-colored residue, which was purified by flash chromatography using a mixture of ethyl acetate and hexane (4:1) as an eluent to afford 60 mg (yield 82%) of the title compound as a colorless syrup. Reactants: COC(C)(C)CC1COC(C)(C)N1C(=O)OC(C)(C)C, Cc1ccc(S(=O)(=O)O)cc1, CO. The product is COC(C)(C)CC(CO)NC(=O)OC(C)(C)C. RXN SMILES: [CH3:1][O:2][C:3]([CH2:4][CH:5]1[N:6]([C:12](=[O:13])[O:14][C:15]([CH3:16])([CH3:17])[CH3:18])[C:7]([CH3:10])([CH3:11])[O:8][CH2:9]1)([CH3:19])[CH3:20].[CH3:21][c:22]1[cH:23][cH:24][c:25]([S:26](=[O:27])(=[O:28])[OH:29])[cH:30][cH:31]1.[CH3:32][OH:33]>>[CH3:1][O:2][C:3]([CH2:4][CH:5]([NH:6][C:12](=[O:13])[O:14][C:15]([CH3:16])([CH3:17])[CH3:18])[CH2:9][OH:8])([CH3:19])[CH3:20]. Starting materials: [N+](=O)([O-])C=1C=C(C=CC1)C1=NNC=C1C#C[Si](C)(C)C (3-(3-nitrophenyl)-4-[(trimethylsilyl)ethynyl]-1H-pyrazole), [F-].[K+] (potassium fluoride). The solvent is CO (methanol). Reaction conditions: time 8 hour. Product: C(#C)C=1C(=NNC1)C1=CC(=CC=C1)[N+](=O)[O-] (4-Ethynyl-3-(3-nitrophenyl)-1H-pyrazole). Isolated yield 67.0%. Reaction SMILES: [N+:1]([C:4]1[CH:5]=[C:6]([C:10]2[C:14]([C:15]#[C:16][Si](C)(C)C)=[CH:13][NH:12][N:11]=2)[CH:7]=[CH:8][CH:9]=1)([O-:3])=[O:2].[F-].[K+]>CO>[C:15]([C:14]1[C:10]([C:6]2[CH:7]=[CH:8][CH:9]=[C:4]([N+:1]([O-:3])=[O:2])[CH:5]=2)=[N:11][NH:12][CH:13]=1)#[CH:16] |f:1.2|. Procedure details: 300 mg (1.05 mmol) of 3-(3-nitrophenyl)-4-[(trimethylsilyl)ethynyl]-1H-pyrazole were suspended in 60 ml of methanol and 120 mg (2.1 mmol) of potassium fluoride were added and the mixture stirred at room temperature overnight. After this time the solvent was removed under reduced pressure and the residue taken up with dichloromethane and washed with water. The organic layer was then dried over sodium sulphate and evaporated. The crude was finally purified by flash-chromatography on a silica gel c... Starting materials: SCC(=O)O (mercaptoacetic acid), C1(=CC=CC=C1)C(O)(C1=CC=CC=C1)C1=CC=CC=C1 (triphenylmethanol), C(C)(=O)O (acetic acid), B(F)(F)F.CCOCC (Boron trifluoride etherate). Solvent: O (water). Run at temperature 70 celsius, time 45 minute. Yields the product C1(=CC=CC=C1)C(SCC(=O)O)(C1=CC=CC=C1)C1=CC=CC=C1 (2-(Triphenylmethylthio)acetic acid). Isolated yield 64574.2%. RXN SMILES: [SH:1][CH2:2][C:3]([OH:5])=[O:4].[C:6]1([C:12]([C:20]2[CH:25]=[CH:24][CH:23]=[CH:22][CH:21]=2)([C:14]2[CH:19]=[CH:18][CH:17]=[CH:16][CH:15]=2)O)[CH:11]=[CH:10][CH:9]=[CH:8][CH:7]=1.C(O)(=O)C.B(F)(F)F.CCOCC>O>[C:6]1([C:12]([C:14]2[CH:15]=[CH:16][CH:17]=[CH:18][CH:19]=2)([C:20]2[CH:21]=[CH:22][CH:23]=[CH:24][CH:25]=2)[S:1][CH2:2][C:3]([OH:5])=[O:4])[CH:7]=[CH:8][CH:9]=[CH:10][CH:11]=1 |f:3.4|. Reported procedure: A mixture of distilled mercaptoacetic acid (20.87 g, 0.23 mmol), triphenylmethanol (60.0 g, 0.23 mol) and glacial acetic acid (200 ml) was heated to 70° C. Boron trifluoride etherate (32 ml, 0.25 mol) was added and the resulting brown mixture was stirred for 45 minutes at room temperature. The reaction mixture was then poured into water (500 ml), depositing a buff, granular solid which was filtered off, washed well with water then ether, and dried to give compound (V) (49.67 g, 67%). A further c... Product: C(C)OC(=O)N1CCN(CC1)C([C@H](CNC(=O)OC(C)(C)C)NC(=O)C1=NN(C(=C1)OCC(C(C)(C)C)=O)C1=CC=CC=C1)=O (4-((S)-3-tert-Butoxycarbonylamino-2-{[5-(3,3-dimethyl-2-oxo-butoxy)-1-phenyl-1H-pyrazole-3-carbonyl]-amino}-propionyl)-piperazine-1-carboxylic acid ethyl ester). Starting materials: CC(C(COC1=CC(=NN1C1=CC=CC=C1)C(=O)O)=O)(C)C (5-(3,3-Dimethyl-2-oxo-butoxy)-1-phenyl-1H-pyrazole-3-carboxylic acid), C(C)OC(=O)N1CCN(CC1)C([C@H](CNC(=O)OC(C)(C)C)N)=O (4-((S)-2-Amino-3-tert-butoxycarbonylamino-propionyl)-piperazine-1-carboxylic acid ethyl ester), C=1C=CC2=C(C1)N=NN2O (HOBT), C(CCl)Cl (EDC). Reaction SMILES: [CH3:1][C:2]([CH3:22])([CH3:21])[C:3](=[O:20])[CH2:4][O:5][C:6]1[N:10]([C:11]2[CH:16]=[CH:15][CH:14]=[CH:13][CH:12]=2)[N:9]=[C:8]([C:17]([OH:19])=O)[CH:7]=1.[CH2:23]([O:25][C:26]([N:28]1[CH2:33][CH2:32][N:31]([C:34](=[O:46])[C@@H:35]([NH2:45])[CH2:36][NH:37][C:38]([O:40][C:41]([CH3:44])([CH3:43])[CH3:42])=[O:39])[CH2:30][CH2:29]1)=[O:27])[CH3:24].C1C=CC2N(O)N=NC=2C=1.C(Cl)CCl>CN(C=O)C.O>[CH2:23]([O:25][C:26]([N:28]1[CH2:29][CH2:30][N:31]([C:34](=[O:46])[C@@H:35]([NH:45][C:17]([C:8]2[CH:7]=[C:6]([O:5][CH2:4][C:3](=[O:20])[C:2]([CH3:1])([CH3:22])[CH3:21])[N:10]([C:11]3[CH:12]=[CH:13][CH:14]=[CH:15][CH:16]=3)[N:9]=2)=[O:19])[CH2:36][NH:37][C:38]([O:40][C:41]([CH3:43])([CH3:42])[CH3:44])=[O:39])[CH2:32][CH2:33]1)=[O:27])[CH3:24]. Procedure details: To a solution of 1.7 g of 5-(3,3-Dimethyl-2-oxo-butoxy)-1-phenyl-1H-pyrazole-3-carboxylic acid and 2.0 g of 4-((S)-2-Amino-3-tert-butoxycarbonylamino-propionyl)-piperazine-1-carboxylic acid ethyl ester in 10 ml of DMF, 0.9 g of HOBT and 1.1 g of EDC was added and the reaction mixture was stirred for 2 h at RT. Then, the reaction mixture was diluted with water and extracted with DCM. The organic phase was dried over MgSO4 and the solvents were removed under reduced pressure. The crude product was... Run in CN(C)C=O (DMF), O (water). Reaction conditions: time 2 hour.